From a dataset of the Open Reaction Database (ORD), a public repository of structured organic reaction records. describe an organic reaction: reactants, conditions, products, and yield Starting materials: CN1C(N(C=2N=C(NC2C1=O)C1=C(C=C(C=C1)S(=O)(=O)Cl)OC)C)=O (1,3-dimethyl-8-(2-methoxy-4-chlorosulfonyl-phenyl)-1H,3H-purin-2,6-dione), CNC (dimethylamine). The product is CN1C(N(C=2N=C(NC2C1=O)C1=C(C=C(C=C1)S(=O)(=O)N(C)C)OC)C)=O (1,3-Dimethyl-8-(2-methoxy-4-dimethylaminosulfonyl-phenyl)-1H,3H-purin-2,6-dione). RXN SMILES: [CH3:1][N:2]1[C:10](=[O:11])[C:9]2[NH:8][C:7]([C:12]3[CH:17]=[CH:16][C:15]([S:18](Cl)(=[O:20])=[O:19])=[CH:14][C:13]=3[O:22][CH3:23])=[N:6][C:5]=2[N:4]([CH3:24])[C:3]1=[O:25].[CH3:26][NH:27][CH3:28]>>[CH3:1][N:2]1[C:10](=[O:11])[C:9]2[NH:8][C:7]([C:12]3[CH:17]=[CH:16][C:15]([S:18]([N:27]([CH3:28])[CH3:26])(=[O:20])=[O:19])=[CH:14][C:13]=3[O:22][CH3:23])=[N:6][C:5]=2[N:4]([CH3:24])[C:3]1=[O:25]. Procedure: Prepared analogously to Example 11 from 1,3-dimethyl-8-(2-methoxy-4-chlorosulfonyl-phenyl)-1H,3H-purin-2,6-dione and dimethylamine. The reactants are Cn1cccc1Cc1cccc(N)c1, [Na+], [Na+], N#CO[Na], O=C([O-])[O-], O=C(O)C(F)(F)F, c1ccccc1. Yields the product Cn1cccc1Cc1cccc(NC(N)=O)c1. Reaction SMILES: [CH3:1][n:2]1[c:3]([CH2:7][c:8]2[cH:9][c:10]([NH2:14])[cH:11][cH:12][cH:13]2)[cH:4][cH:5][cH:6]1.[Na+:26].[Na+:27].[Na:15][O:16][C:17]#[N:18].[O-:28][C:29](=[O:30])[O-:31].[OH:19][C:20]([C:21]([F:22])([F:23])[F:24])=[O:25].[cH:32]1[cH:33][cH:34][cH:35][cH:36][cH:37]1>>[CH3:1][n:2]1[c:3]([CH2:7][c:8]2[cH:9][c:10]([NH:14][C:17](=[O:16])[NH2:18])[cH:11][cH:12][cH:13]2)[cH:4][cH:5][cH:6]1. Reactants: CC(=O)C1=CCC2C3CCC4CC=CCC4(C)C3CCC12C, ClC(Cl)Cl, O=C(OO)c1cccc(Cl)c1. Product: CC(=O)C1=CCC2C3CCC4CC5OC5CC4(C)C3CCC12C. Reaction SMILES: [CH3:1][C:2]([C:3]1=[CH:4][CH2:5][CH:6]2[CH:7]3[CH2:8][CH2:9][CH:10]4[CH2:11][CH:12]=[CH:13][CH2:14][C:15]4([CH3:16])[CH:17]3[CH2:18][CH2:19][C:20]12[CH3:21])=[O:22].[CH:34]([Cl:35])([Cl:36])[Cl:37].[Cl:23][c:24]1[cH:25][cH:26][cH:27][c:28]([C:29]([O:30][OH:32])=[O:31])[cH:33]1>>[CH3:1][C:2]([C:3]1=[CH:4][CH2:5][CH:6]2[CH:7]3[CH2:8][CH2:9][CH:10]4[CH2:11][CH:12]5[CH:13]([CH2:14][C:15]4([CH3:16])[CH:17]3[CH2:18][CH2:19][C:20]12[CH3:21])[O:31]5)=[O:22]. Reactants: ClCC(CC(=O)OCC)=O (ethyl 4-chloroacetoacetate), [H-].[Na+] (Sodium hydride), ClC=1C=C(OC=2C(=NNC2CC)CC)C=C(C1)Cl (4-(3,5-Dichlorophenoxy)-3,5-diethyl-1H-Pyrazole), [H][H] (hydrogen). The solvent is CN(C=O)C (N,N-dimethylformamide). Yields the product ClC=1C=C(OC=2C(=NN(C2CC)CC(CC(=O)OCC)=O)CC)C=C(C1)Cl (Ethyl 4-[4-(3,5-dichlorophenoxy)-3,5-diethyl-1H-pyrazol-1-yl]-3-oxobutanoate). Isolated yield 94.7%. Reaction SMILES: [H-].[Na+].[Cl:3][C:4]1[CH:5]=[C:6]([CH:17]=[C:18]([Cl:20])[CH:19]=1)[O:7][C:8]1[C:9]([CH2:15][CH3:16])=[N:10][NH:11][C:12]=1[CH2:13][CH3:14].[H][H].Cl[CH2:24][C:25](=[O:32])[CH2:26][C:27]([O:29][CH2:30][CH3:31])=[O:28]>CN(C)C=O>[Cl:3][C:4]1[CH:5]=[C:6]([CH:17]=[C:18]([Cl:20])[CH:19]=1)[O:7][C:8]1[C:12]([CH2:13][CH3:14])=[N:11][N:10]([CH2:24][C:25](=[O:32])[CH2:26][C:27]([O:29][CH2:30][CH3:31])=[O:28])[C:9]=1[CH2:15][CH3:16] |f:0.1|. Reported procedure: Sodium hydride (60% dispersion in oil, 250 mg, 6.17 mmol) was added to a stirred solution of 4-(3,5-dichlorophenoxy)-3,5-diethyl-1H-pyrazole (800 mg, 2.81 mmol, Example 3) in dry N,N-dimethylformamide (5 ml) at 0° C. under nitrogen. The mixture was stirred for 5 minutes during which time hydrogen was evolved and then ethyl 4-chloroacetoacetate (0.42 ml, 3.09 mmol) was added. After 30 minutes the reaction mixture was quenched by the addition of water (0.5 ml) and concentrated under reduced pressu... The product is Cl.C(#N)C=1C=CC2=C(CN([C@@H](CN2CC=2N=CNC2)CC2=CC=CC=C2)C(=O)OC(C)C)C1 ((R)-7-Cyano-1 ,2,3,5-tetrahydro-1-(1H-imidazol-4-ylmethyl)-3-(phenylmethyl)-4H-1,4-benzodiazepine-4-carboxylic acid, isopropyl ester, hydrochloride). The solvent is CCOC(=O)C (EtOAc), CCCCCC (hexane). RXN SMILES: Cl.[C:2](N1CC2C=C(C3C=CC=CC=3)C=CC=2N(CC2N=CNC=2)C[C@H]1CC1C=CC=CC=1)(=O)C.[NH2:35][C:36]1[CH:66]=[CH:65][C:39]2[CH2:40][N:41]([C:58]([O:60][C:61]([CH3:64])([CH3:63])C)=[O:59])[CH:42]([CH2:51][C:52]3[CH:57]=[CH:56][CH:55]=[CH:54][CH:53]=3)[CH2:43][N:44]([CH2:45][C:46]3[N:47]=[CH:48][NH:49][CH:50]=3)[C:38]=2[CH:37]=1.C1(C)C=CC=CC=1.[Cl:74]C(OC(C)C)=O>CCOC(C)=O.CCCCCC>[ClH:74].[C:36]([C:66]1[CH:2]=[CH:37][C:38]2[N:44]([CH2:45][C:46]3[N:47]=[CH:48][NH:49][CH:50]=3)[CH2:43][C@@H:42]([CH2:51][C:52]3[CH:53]=[CH:54][CH:55]=[CH:56][CH:57]=3)[N:41]([C:58]([O:60][CH:61]([CH3:63])[CH3:64])=[O:59])[CH2:40][C:39]=2[CH:65]=1)#[N:35] |f:0.1,7.8|. Isolated yield 42.0%. Procedure details: Example 358 was prepared as a light yellow solid in 42% yield from Compound C of Example 248 by the following sequence: Compound E of Example 248, using a toluene solution of isopropyl chloroformate with chromatography using 40% hexane in EtOAc and with the free base carried on; Example 354. MS: [M+H]+ =430. Starting materials: Cl.C(C)(=O)N1[C@@H](CN(C2=C(C1)C=C(C=C2)C2=CC=CC=C2)CC=2N=CNC2)CC2=CC=CC=C2 ((R)-4-Acetyl-2,3,4,5-tetrahydro-1-(1H-imidazol-4-ylmethyl)-7-phenyl-3-(phenylmethyl)-1H-1,4-benzodiazepine, monohydrochloride), ClC(=O)OC(C)C (isopropyl chloroformate), NC1=CC2=C(CN(C(CN2CC=2N=CNC2)CC2=CC=CC=C2)C(=O)OC(C)(C)C)C=C1 (8-amino-2,3,4,5-tetrahydro-1-(1H-imidazol-4-ylmethyl)-3-(phenylmethyl)-1H-1,4-benzodiazepine-4-carboxylic acid, 1,1-dimethylethyl ester), C1(=CC=CC=C1)C (toluene). The reactants are BrC=1C(=C(C(=O)OC)C(=CC1)CSC1=C(C=CC=C1)OC)O (methyl 3-bromo-2-hydroxy-6-(2-methoxyphenylthiomethyl)benzoate), BrC=1C(=C(C(=O)OC)C(=CC1)CBr)OC (methyl 3-bromo-6-bromomethyl-2-methoxybenzoate), BrC=1C(=C(C(=O)OC)C(=CC1)CBr)OC (methyl 3-bromo-6-bromomethyl-2-methoxybenzoate). Product: BrC=1C(=C(C(=O)OC)C(=CC1)CSCCO)OC (Methyl 3-bromo-6-(2-hydroxyethylthiomethyl)-2-methoxybenzoate). RXN SMILES: [Br:1][C:2]1[C:3]([OH:22])=[C:4]([C:9]([CH2:12][S:13][C:14]2C=CC=C[C:15]=2[O:20]C)=[CH:10][CH:11]=1)[C:5]([O:7][CH3:8])=[O:6].Br[C:24]1C(OC)=C(C(CBr)=CC=1)C(OC)=O>>[Br:1][C:2]1[C:3]([O:22][CH3:24])=[C:4]([C:9]([CH2:12][S:13][CH2:14][CH2:15][OH:20])=[CH:10][CH:11]=1)[C:5]([O:7][CH3:8])=[O:6]. Procedure: Prepared by proceeding in a similar manner to Intermediate 82, starting from methyl 3-bromo-6-bromomethyl-2-methoxybenzoate (Intermediate 89) and 2-mercaptolethanol. Reactants: CC(=O)Nc1c2c(cc3c1CCC3)CCC2, CCO, O=S(=O)(O)O. Yields the product Nc1c2c(cc3c1CCC3)CCC2. As a reaction SMILES: [CH2:1]1[CH2:2][CH2:3][c:4]2[c:5]([NH:13][C:14](=[O:15])[CH3:16])[c:6]3[c:10]([cH:11][c:12]21)[CH2:9][CH2:8][CH2:7]3.[CH3:22][CH2:23][OH:24].[S:17](=[O:18])(=[O:19])([OH:20])[OH:21]>>[CH2:1]1[CH2:2][CH2:3][c:4]2[c:5]([NH2:13])[c:6]3[c:10]([cH:11][c:12]21)[CH2:9][CH2:8][CH2:7]3. The solvent is CO (MeOH). Starting materials: C(C)C=1N=C(N(C1C(=O)OCOC(C(C)C)=O)CC1=CC=C(C=C1)C1=C(C=CC=C1)C1=NN=NN1C(C1=CC=CC=C1)(C1=CC=CC=C1)C1=CC=CC=C1)CCC (isobutyryloxymethyl 4-ethyl-2-propyl-1-[[2'-(N-triphenylmethyl(tetrazol-5-yl))biphenyl-4-yl]methyl]imidazole-5-carboxylate), 1, C(C)(=O)O (acetic acid). Product: C(C)C=1N=C(N(C1C(=O)OCOC(C(C)C)=O)CC1=CC=C(C=C1)C1=C(C=CC=C1)C1=NN=NN1)CCC (Isobutyryloxymethyl 4-ethyl-2-propyl-1-[[2'-(tetrazol-5-yl)biphenyl-4-yl]methyl]imidazole-5-carboxylate). Yield: 79.8%. RXN SMILES: [CH2:1]([C:3]1[N:4]=[C:5]([CH2:55][CH2:56][CH3:57])[N:6]([CH2:18][C:19]2[CH:24]=[CH:23][C:22]([C:25]3[CH:30]=[CH:29][CH:28]=[CH:27][C:26]=3[C:31]3[N:35](C(C4C=CC=CC=4)(C4C=CC=CC=4)C4C=CC=CC=4)[N:34]=[N:33][N:32]=3)=[CH:21][CH:20]=2)[C:7]=1[C:8]([O:10][CH2:11][O:12][C:13](=[O:17])[CH:14]([CH3:16])[CH3:15])=[O:9])[CH3:2].C(O)(=O)C>CO>[CH2:1]([C:3]1[N:4]=[C:5]([CH2:55][CH2:56][CH3:57])[N:6]([CH2:18][C:19]2[CH:24]=[CH:23][C:22]([C:25]3[CH:30]=[CH:29][CH:28]=[CH:27][C:26]=3[C:31]3[NH:32][N:33]=[N:34][N:35]=3)=[CH:21][CH:20]=2)[C:7]=1[C:8]([O:10][CH2:11][O:12][C:13](=[O:17])[CH:14]([CH3:15])[CH3:16])=[O:9])[CH3:2]. Reaction conditions: time 2 day. Procedure details: To a solution of 0.46 g isobutyryloxymethyl 4-ethyl-2-propyl-1-[[2'-(N-triphenylmethyl(tetrazol-5-yl))biphenyl-4-yl]methyl]imidazole-5-carboxylate in 10 mL MeOH was added 1 5 mL glacial acetic acid and the mixture stirred 2 days at room temperature. The reaction was evaporated to near dryness and the residue purified by flash chromatography using a 0% to 5% MeOH/CHCl3 gradient. There was obtained 0.250 g of the title compound. Reactants: [BH4-].[Li+] (Lithium borohydride), BrC=1C=C(C(=O)OC)C=C(C1)C(F)(F)F (methyl 3-bromo-5-(trifluoromethyl)benzoate), O (water). The solvent is [NH4+].[Cl-] (NH4Cl), CCOCC (ether). Run at time 4 hour. The product is BrC=1C=C(CO)C=C(C1)C(F)(F)F (3-bromo-5-(trifluoromethyl)benzyl alcohol). The yield is 94.7%. Reaction SMILES: [BH4-].[Li+].[Br:3][C:4]1[CH:5]=[C:6]([CH:11]=[C:12]([C:14]([F:17])([F:16])[F:15])[CH:13]=1)[C:7](OC)=[O:8].O>CCOCC.[NH4+].[Cl-]>[Br:3][C:4]1[CH:5]=[C:6]([CH:11]=[C:12]([C:14]([F:15])([F:16])[F:17])[CH:13]=1)[CH2:7][OH:8] |f:0.1,5.6|. Reported procedure: Lithium borohydride (22 0mg) was added in a single portion to a stirred solution of methyl 3-bromo-5-(trifluoromethyl)benzoate (2.46 g) in ether (60 ml) containing water (156 ml). The resulting solution was stirred for 4 hours at room temperature, at which point the reaction mixture was diluted with saturated aqueous NH4Cl solution (50 ml). The organic layers were separated, dried over MgSO4, filtered and the solvent removed under reduced pressure to give 3-bromo-5-(trifluoromethyl)benzyl alcoho...